This data is from the Open Reaction Database (ORD), a public repository of structured organic reaction records. The task is: describe an organic reaction: reactants, conditions, products, and yield The reactants are OC1=C(C=CC=C1O)Br (2,3-dihydroxy-bromobenzene), [F-].[K+] (KF), C(Br)Br (CH2Br2). The solvent is CN(C)C=O (DMF). Reaction conditions: temperature 135 celsius. The product is C1OC2=C(C=CC=C2O1)Br (2,3-Methylenedioxy-bromobenzene). Yield: 30.1%. As a reaction SMILES: [OH:1][C:2]1[C:7]([OH:8])=[CH:6][CH:5]=[CH:4][C:3]=1[Br:9].[F-].[K+].[CH2:12](Br)Br>CN(C=O)C>[CH2:12]1[O:8][C:7]2[C:2](=[C:3]([Br:9])[CH:4]=[CH:5][CH:6]=2)[O:1]1 |f:1.2|. Reported procedure: To 2,3-dihydroxy-bromobenzene (3.0 g, 0.16 mole), KF (4.63 g, 0.080 mole), DMF (15 mL was added CH2Br2 (4.13 g, 0.024 moles). This suspension was heated to 135° C. for 3 hours, cooled and filtered. The filtrate was poured into 200 mL of ether and washed with water, 1 N KOH and brine. The organic layer was dried over magnesium sulfate, filtered and the solvent removed under vacuum, to yield 2,3-Methylenedioxy-bromobenzene (1.45 g, 45 % yield). Reactants: OC1=CC=CC2=C1C(=C(O2)CCC(=O)O)C (3-(4-hydroxy-3-methylbenzofuran-2-yl)propionic acid), C(C)O (ethanol). Solvent: S(O)(O)(=O)=O (sulfuric acid). Run at time 18 hour. Yields the product OC1=CC=CC2=C1C(=C(O2)CCC(=O)OCC)C (Ethyl 3-(4-hydroxy-3-methylbenzofuran-2-yl)propionate). RXN SMILES: [OH:1][C:2]1[C:7]2[C:8]([CH3:16])=[C:9]([CH2:11][CH2:12][C:13]([OH:15])=[O:14])[O:10][C:6]=2[CH:5]=[CH:4][CH:3]=1.[CH2:17](O)[CH3:18]>S(=O)(=O)(O)O>[OH:1][C:2]1[C:7]2[C:8]([CH3:16])=[C:9]([CH2:11][CH2:12][C:13]([O:15][CH2:17][CH3:18])=[O:14])[O:10][C:6]=2[CH:5]=[CH:4][CH:3]=1. Procedure: A mixture of 3-(4-hydroxy-3-methylbenzofuran-2-yl)propionic acid (400 mg, 1.8 mmole) in 1% sulfuric acid in ethanol was kept at room temperature for 18 hours. The mixture was concentrated. The residue was taken up in diethyl ether, washed with water twice, dried with Na2SO4, filtered, concentrated and chromatographed to obtain 280 mg of the title compound, m.p. 61°-63° C. Starting materials: N1(CCCCC1)CC1=CC(=NC=C1)OC\C=C/CNC(CCCCl)=O (N-[4-(4-piperidinomethyl-2-pyridyloxy) -cis-2-butenyl]-4-chlorobutyramide), SC=1N(C=CN1)C (2-mercapto-1-methylimidazole). The product is N1(CCCCC1)CC1=CC(=NC=C1)OC\C=C/CNC(CCCSC=1N(C=CN1)C)=O (N-[4-(4-Piperidinomethyl-2-pyridyloxy)-cis-2-butenyl]-4-(1-methylimidazol-2-ylthio)butyramide). The yield is 49.0%. RXN SMILES: [N:1]1([CH2:7][C:8]2[CH:13]=[CH:12][N:11]=[C:10]([O:14][CH2:15]/[CH:16]=[CH:17]\[CH2:18][NH:19][C:20](=[O:25])[CH2:21][CH2:22][CH2:23]Cl)[CH:9]=2)[CH2:6][CH2:5][CH2:4][CH2:3][CH2:2]1.[SH:26][C:27]1[N:28]([CH3:32])[CH:29]=[CH:30][N:31]=1>>[N:1]1([CH2:7][C:8]2[CH:13]=[CH:12][N:11]=[C:10]([O:14][CH2:15]/[CH:16]=[CH:17]\[CH2:18][NH:19][C:20](=[O:25])[CH2:21][CH2:22][CH2:23][S:26][C:27]3[N:28]([CH3:32])[CH:29]=[CH:30][N:31]=3)[CH:9]=2)[CH2:6][CH2:5][CH2:4][CH2:3][CH2:2]1. Reported procedure: Following a procedure similar to that described in Example 34, but using N-[4-(4-piperidinomethyl-2-pyridyloxy) -cis-2-butenyl]-4-chlorobutyramide (prepared as described in Preparation 2) and 2-mercapto-1-methylimidazole as starting materials, in relative proportions similar to those used in that Example, the title compound was obtained as an oil in a 49% yield. Reactants: CCOC(=O)c1ccc(CC(=O)NCc2cc(Cl)ccc2N2CCCCC2)cc1OCC, CCO, [H][H]. Yields the product CCOC(=O)c1ccc(CC(=O)NCc2ccccc2N2CCCCC2)cc1OCC. As a reaction SMILES: [CH2:1]([CH3:2])[O:3][c:4]1[c:5]([C:6](=[O:7])[O:8][CH2:9][CH3:10])[cH:11][cH:12][c:13]([CH2:15][C:16](=[O:17])[NH:18][CH2:19][c:20]2[c:21]([N:27]3[CH2:28][CH2:29][CH2:30][CH2:31][CH2:32]3)[cH:22][cH:23][c:24]([Cl:26])[cH:25]2)[cH:14]1.[CH3:35][CH2:36][OH:37].[H:33][H:34]>>[CH2:1]([CH3:2])[O:3][c:4]1[c:5]([C:6](=[O:7])[O:8][CH2:9][CH3:10])[cH:11][cH:12][c:13]([CH2:15][C:16](=[O:17])[NH:18][CH2:19][c:20]2[c:21]([N:27]3[CH2:28][CH2:29][CH2:30][CH2:31][CH2:32]3)[cH:22][cH:23][cH:24][cH:25]2)[cH:14]1. Starting materials: NC1=C(C(=NN1)OCCO)C#N (5-amino-3-(2-hydroxyethoxy)-1H-pyrazole-4-carbonitrile), COC(N(C)C)OC (dimethylformamide dimethylacetal). The solvent is C(C)#N (acetonitrile). Conditions: temperature 60 celsius, time 1 hour. Product: C(#N)C=1C(=NNC1N=CN(C)C)OCCO (N′-[4-cyano-3-(2-hydroxyethoxy)-1H-pyrazol-5-yl]-N,N-dimethylimidoformamide). The yield is 95.8%. As a reaction SMILES: [NH2:1][C:2]1[NH:6][N:5]=[C:4]([O:7][CH2:8][CH2:9][OH:10])[C:3]=1[C:11]#[N:12].CO[CH:15](OC)[N:16]([CH3:18])[CH3:17]>C(#N)C>[C:11]([C:3]1[C:4]([O:7][CH2:8][CH2:9][OH:10])=[N:5][NH:6][C:2]=1[N:1]=[CH:15][N:16]([CH3:18])[CH3:17])#[N:12]. Procedure details: 5-amino-3-(2-hydroxyethoxy)-1H-pyrazole-4-carbonitrile (prepared as described in Middleton, W. J., J. Am. Chem. Soc., 1958, 80, 2829/3.5 g, 20.8 mmol) and dimethylformamide dimethylacetal (4.15 ml, 31.3 mmol) were dissolved in acetonitrile (30 ml) and the mixture was stirred at 60° C. for 1 hour. The solvent was then removed under vacuum and the residue triturated in diethyl ether to provide a white solid, which was filtered and dried under vacuum to give N′-[4-cyano-3-(2-hydroxyethoxy)-1H-pyraz... The reactants are CC(=O)O[BH-](OC(C)=O)OC(C)=O, CCO, CC(=O)O, CS(C)=O, CC(=O)CC1CC1, O=C(NC1CCNCC1)c1ccc(-c2cccc(F)c2)nc1, [K+], [K+], [Na+], O=C([O-])[O-]. Product: CC(CC1CC1)N1CCC(NC(=O)c2ccc(-c3cccc(F)c3)nc2)CC1. As a reaction SMILES: [C:30]([O:31][BH-:32]([O:33][C:34](=[O:35])[CH3:36])[O:37][C:38](=[O:39])[CH3:40])(=[O:41])[CH3:42].[CH3:50][CH2:51][OH:52].[CH3:53][C:54](=[O:55])[OH:56].[CH3:57][S:58]([CH3:59])=[O:60].[CH:1]1([CH2:4][C:5]([CH3:6])=[O:7])[CH2:2][CH2:3]1.[F:8][c:9]1[cH:10][c:11](-[c:15]2[n:16][cH:17][c:18]([C:19](=[O:20])[NH:21][CH:22]3[CH2:23][CH2:24][NH:25][CH2:26][CH2:27]3)[cH:28][cH:29]2)[cH:12][cH:13][cH:14]1.[K+:44].[K+:45].[Na+:43].[O-:46][C:47]([O-:48])=[O:49]>>[CH:1]1([CH2:4][CH:5]([CH3:6])[N:25]2[CH2:24][CH2:23][CH:22]([NH:21][C:19]([c:18]3[cH:17][n:16][c:15](-[c:11]4[cH:10][c:9]([F:8])[cH:14][cH:13][cH:12]4)[cH:29][cH:28]3)=[O:20])[CH2:27][CH2:26]2)[CH2:2][CH2:3]1. Starting materials: O (water), BrCC=C(C)C (4-bromo-2-methyl-2-butene), CC12CC3=C(C=CCN1)C=C1C(C3)CC(N1)C2C (6,12-dimethyl-1,2,3,4,5,6-hexahydro-2,6-methano-8H-pyrrolo[2,3-i][3]benzazocine), C(C)(C)N(CC)C(C)C (diisopropylethyl amine). Run in C(C)(=O)OCC (ethyl acetate), CN(C=O)C (dimethylformamide), CN(C=O)C (dimethylformamide). Conditions: temperature 0 celsius, time 1.25 hour. Product: CC12CC3=C(C=CCN1)C=C1C(C3)C(C(N1)C2C)CC=C(C)C (6,12-Dimethyl-1,2,3,4,5,6-hexahydro-3-(3-methyl-2-butenyl)-2,6-methano-8H-pyrrolo[2,3-i][3]benzazocine). Isolated yield 34.6%. As a reaction SMILES: [CH3:1][C:2]12[CH:17]([CH3:18])[CH:15]3[NH:16][C:11]4[CH:12]([CH2:14]3)[CH2:13][C:4](=[C:5]([CH:10]=4)[CH:6]=[CH:7][CH2:8][NH:9]1)[CH2:3]2.C(N(C(C)C)CC)(C)C.Br[CH2:29][CH:30]=[C:31]([CH3:33])[CH3:32].O>CN(C)C=O.C(OCC)(=O)C>[CH3:1][C:2]12[CH:17]([CH3:18])[CH:15]3[NH:16][C:11]4[CH:12]([CH:14]3[CH2:29][CH:30]=[C:31]([CH3:33])[CH3:32])[CH2:13][C:4](=[C:5]([CH:10]=4)[CH:6]=[CH:7][CH2:8][NH:9]1)[CH2:3]2. Procedure details: To a stirred solution of 1.42 g of 6,12-dimethyl-1,2,3,4,5,6-hexahydro-2,6-methano-8H-pyrrolo[2,3-i][3]benzazocine and 40 ml of dimethylformamide was added 1.54 ml of diisopropylethyl amine. The mixture was cooled to 0° C. and 0.97 g of 4-bromo-2-methyl-2-butene in 8 ml of dimethylformamide was added, under nitrogen. The mixture was stirred at 0° C. for an additional 1.25 hr, and was poured into water and ethyl acetate. The layers were separated and the aqueous layer was extracted with ethyl ace...